Dataset: the Open Reaction Database (ORD), a public repository of structured organic reaction records. Task: describe an organic reaction: reactants, conditions, products, and yield Reactants: CCC1(COCOC)Cn2cc([N+](=O)[O-])nc2O1, CO, Cl. The product is CCC1(CO)Cn2cc([N+](=O)[O-])nc2O1. As a reaction SMILES: [CH2:1]([CH3:2])[C:3]1([CH2:14][O:15][CH2:16][O:17][CH3:18])[CH2:4][n:5]2[c:6]([n:8][c:9]([N+:11](=[O:12])[O-:13])[cH:10]2)[O:7]1.[CH3:20][OH:21].[ClH:19]>>[CH2:1]([CH3:2])[C:3]1([CH2:14][OH:15])[CH2:4][n:5]2[c:6]([n:8][c:9]([N+:11](=[O:12])[O-:13])[cH:10]2)[O:7]1. The reactants are CCc1nc2ccccc2n1-c1nc(N2CCOCC2)c2ncn(C)c2n1, C1CCOC1, CN(C)CCN(C)C, [Li]CCCC, ClCCI. Product: CCc1nc2ccccc2n1-c1nc(N2CCOCC2)c2nc(I)n(C)c2n1. Reaction SMILES: [CH2:1]([CH3:2])[c:3]1[n:4][c:5]2[c:6]([n:7]1-[c:8]1[n:9][c:10]([N:18]3[CH2:19][CH2:20][O:21][CH2:22][CH2:23]3)[c:11]3[n:12][cH:13][n:14]([CH3:17])[c:15]3[n:16]1)[cH:24][cH:25][cH:26][cH:27]2.[CH2:45]1[O:46][CH2:47][CH2:48][CH2:49]1.[CH3:28][N:29]([CH3:30])[CH2:31][CH2:32][N:33]([CH3:34])[CH3:35].[CH3:36][CH2:37][CH2:38][CH2:39][Li:40].[Cl:41][CH2:42][CH2:43][I:44]>>[CH2:1]([CH3:2])[c:3]1[n:4][c:5]2[c:6]([n:7]1-[c:8]1[n:9][c:10]([N:18]3[CH2:19][CH2:20][O:21][CH2:22][CH2:23]3)[c:11]3[n:12][c:13]([I:44])[n:14]([CH3:17])[c:15]3[n:16]1)[cH:24][cH:25][cH:26][cH:27]2. Starting materials: NC=1C=C(C=C2C=C(NC12)C(=O)OCC)C (ethyl 7-amino-5-methyl-1H-indole-2-carboxylate), S1C(=CC=C1)S(=O)(=O)Cl (2-thiophenesulfonyl chloride). Solvent: N1=CC=CC=C1 (pyridine). Reaction conditions: time 15 hour. Product: CC=1C=C2C=C(NC2=C(C1)NS(=O)(=O)C=1SC=CC1)C(=O)OCC (Ethyl 5-methyl-7-[(2-thienylsulfonyl)amino]-1H-indole-2-carboxylate). The yield is 90.8%. RXN SMILES: [NH2:1][C:2]1[CH:3]=[C:4]([CH3:16])[CH:5]=[C:6]2[C:10]=1[NH:9][C:8]([C:11]([O:13][CH2:14][CH3:15])=[O:12])=[CH:7]2.[S:17]1[CH:21]=[CH:20][CH:19]=[C:18]1[S:22](Cl)(=[O:24])=[O:23]>N1C=CC=CC=1>[CH3:16][C:4]1[CH:5]=[C:6]2[C:10](=[C:2]([NH:1][S:22]([C:18]3[S:17][CH:21]=[CH:20][CH:19]=3)(=[O:24])=[O:23])[CH:3]=1)[NH:9][C:8]([C:11]([O:13][CH2:14][CH3:15])=[O:12])=[CH:7]2. Procedure details: To a mixed solution of ethyl 7-amino-5-methyl-1H-indole-2-carboxylate (0.60 g) and pyridine (10 mL) was added 2-thiophenesulfonyl chloride (0.66 g) under ice-cooling, and the mixture was stirred at room temperature for 15 hr. The reaction mixture was concentrated under reduced pressure, and the residue was diluted with ethyl acetate, washed with aqueous citric acid solution, aqueous sodium hydrogencarbonate solution and brine, dried over anhydrous magnesium sulfate, and concentrated under reduce... Starting materials: Cc1cc(C)c(CNC(=O)c2cc(Br)nc3c2cnn3C(C)C)c(=O)[nH]1, O=C([O-])[O-], C1COCCO1, CCOC(C)=O, Nc1ncc(B(O)O)cn1, [Na+], [Na+], O, c1ccc(P(c2ccccc2)(c2ccccc2)[Pd](P(c2ccccc2)(c2ccccc2)c2ccccc2)(P(c2ccccc2)(c2ccccc2)c2ccccc2)P(c2ccccc2)(c2ccccc2)c2ccccc2)cc1. The product is Cc1cc(C)c(CNC(=O)c2cc(-c3cnc(N)nc3)nc3c2cnn3C(C)C)c(=O)[nH]1. As a reaction SMILES: [Br:1][c:2]1[cH:3][c:4]([C:14](=[O:15])[NH:16][CH2:17][c:18]2[c:19](=[O:26])[nH:20][c:21]([CH3:25])[cH:22][c:23]2[CH3:24])[c:5]2[c:6]([n:7]1)[n:8]([CH:11]([CH3:12])[CH3:13])[n:9][cH:10]2.[C:37](=[O:38])([O-:39])[O-:40].[CH2:49]1[O:50][CH2:51][CH2:52][O:53][CH2:54]1.[CH3:43][CH2:44][O:45][C:46]([CH3:47])=[O:48].[NH2:27][c:28]1[n:29][cH:30][c:31]([B:34]([OH:35])[OH:36])[cH:32][n:33]1.[Na+:41].[Na+:42].[OH2:55].[cH:56]1[cH:57][cH:58][c:59]([P:60]([Pd:61]([P:62]([c:63]2[cH:64][cH:65][cH:66][cH:67][cH:68]2)([c:69]2[cH:70][cH:71][cH:72][cH:73][cH:74]2)[c:75]2[cH:76][cH:77][cH:78][cH:79][cH:80]2)([P:81]([c:82]2[cH:83][cH:84][cH:85][cH:86][cH:87]2)([c:88]2[cH:89][cH:90][cH:91][cH:92][cH:93]2)[c:94]2[cH:95][cH:96][cH:97][cH:98][cH:99]2)[P:100]([c:101]2[cH:102][cH:103][cH:104][cH:105][cH:106]2)([c:107]2[cH:108][cH:109][cH:110][cH:111][cH:112]2)[c:113]2[cH:114][cH:115][cH:116][cH:117][cH:118]2)([c:119]2[cH:120][cH:121][cH:122][cH:123][cH:124]2)[c:125]2[cH:126][cH:127][cH:128][cH:129][cH:130]2)[cH:131][cH:132]1>>[c:2]1(-[c:31]2[cH:30][n:29][c:28]([NH2:27])[n:33][cH:32]2)[cH:3][c:4]([C:14](=[O:15])[NH:16][CH2:17][c:18]2[c:19](=[O:26])[nH:20][c:21]([CH3:25])[cH:22][c:23]2[CH3:24])[c:5]2[c:6]([n:7]1)[n:8]([CH:11]([CH3:12])[CH3:13])[n:9][cH:10]2. Starting materials: [Al+3], O=C([O-])C(O)C(O)C(=O)[O-], CON(C)C(=S)c1[nH]c2ccccc2c1-c1ccccc1, CCOC(C)=O, [H-], [H-], [H-], [H-], [K+], [Li+], [Na+], C1CCOC1. Yields the product S=Cc1[nH]c2ccccc2c1-c1ccccc1. As a reaction SMILES: [Al+3:23].[C:34]([CH:35]([CH:36]([C:37]([O-:38])=[O:39])[OH:40])[OH:41])([O-:42])=[O:43].[CH3:1][O:2][N:3]([C:4](=[S:5])[c:6]1[nH:7][c:8]2[cH:9][cH:10][cH:11][cH:12][c:13]2[c:14]1-[c:15]1[cH:16][cH:17][cH:18][cH:19][cH:20]1)[CH3:21].[CH3:28][CH2:29][O:30][C:31](=[O:32])[CH3:33].[H-:22].[H-:25].[H-:26].[H-:27].[K+:44].[Li+:24].[Na+:45].[O:46]1[CH2:47][CH2:48][CH2:49][CH2:50]1>>[CH:4](=[S:5])[c:6]1[nH:7][c:8]2[cH:9][cH:10][cH:11][cH:12][c:13]2[c:14]1-[c:15]1[cH:16][cH:17][cH:18][cH:19][cH:20]1. Starting materials: C(C1=CC=CC=C1)(=O)NC(NC=1SC=C(N1)C(C(=O)OCC)=O)=S (ethyl 2-(3-benzoylthioureido)thiazol-4-ylglyoxylate), N (ammonia), S1C(=S)N(C(=O)C1)CC(=O)O (rhodanine-3-acetic acid), [Cl-].[NH4+] (ammonium chloride). The solvent is C(C)O (ethanol). Product: C(C1=CC=CC=C1)(=O)NC(NC=1SC=C(N1)C(C(=O)OCC)=C1C(N(C(S1)=S)CC(=O)O)=O)=S (5-{1-[2-(3-Benzoylthioureido)thiazol-4-yl]-1-ethoxycarbonylmethylene}rhodanine-3-acetic acid). Reaction SMILES: [C:1]([NH:9][C:10](=[S:24])[NH:11][C:12]1[S:13][CH:14]=[C:15]([C:17](=O)[C:18]([O:20][CH2:21][CH3:22])=[O:19])[N:16]=1)(=[O:8])[C:2]1[CH:7]=[CH:6][CH:5]=[CH:4][CH:3]=1.[S:25]1[CH2:31][C:29](=[O:30])[N:28]([CH2:32][C:33]([OH:35])=[O:34])[C:26]1=[S:27].[Cl-].[NH4+].N>C(O)C>[C:1]([NH:9][C:10](=[S:24])[NH:11][C:12]1[S:13][CH:14]=[C:15]([C:17](=[C:31]2[S:25][C:26](=[S:27])[N:28]([CH2:32][C:33]([OH:35])=[O:34])[C:29]2=[O:30])[C:18]([O:20][CH2:21][CH3:22])=[O:19])[N:16]=1)(=[O:8])[C:2]1[CH:7]=[CH:6][CH:5]=[CH:4][CH:3]=1 |f:2.3|. Procedure: The reaction described in Example 1 was repeated, but using 1.5 g of ethyl 2-(3-benzoylthioureido)thiazol-4-ylglyoxylate, 0.79 g of rhodanine-3-acetic acid, 0.1 g of ammonium chloride, 0.4 ml of 28% v/v aqueous ammonia, and 20 ml of ethanol, giving the title compound as a yellow powder. Starting materials: FC=1C=C(N)C=CC1[N+](=O)[O-] (3-fluoro-4-nitroaniline), CN1C(CCC1)=O (1-methylpyrolidinone), C(C=C)NCC=C (diallylamine), C([O-])([O-])=O.[K+].[K+] (potassium carbonate). Run in O (water). Conditions: temperature 120 celsius. Product: C(C=C)N(C1=CC(=CC=C1[N+](=O)[O-])N)CC=C (N,N-diallyl-6-nitro-1,3-benzenediamine). The yield is 98.6%. Reaction SMILES: F[C:2]1[CH:3]=[C:4]([CH:6]=[CH:7][C:8]=1[N+:9]([O-:11])=[O:10])[NH2:5].CN1CCCC1=O.[CH2:19]([NH:22][CH2:23][CH:24]=[CH2:25])[CH:20]=[CH2:21].C(=O)([O-])[O-].[K+].[K+]>O>[CH2:19]([N:22]([CH2:23][CH:24]=[CH2:25])[C:2]1[C:8]([N+:9]([O-:11])=[O:10])=[CH:7][CH:6]=[C:4]([NH2:5])[CH:3]=1)[CH:20]=[CH2:21] |f:3.4.5|. Reported procedure: A mixture of 3-fluoro-4-nitroaniline (1.56 g, 10 mmol), 1-methylpyrolidinone (10 mL), diallylamine (1.94 g, 20 mmol) and potassium carbonate (1.38 g, 10 mmol) was heated to 115-125 ° C. for 9.5 h. The mixture was diluted with water, and extracted with ethyl ether. The combined extracts were washed with water, washed with saturated brine solution, and dried over magnesium sulfate. The extract was concentrated to give N,N-diallyl-6-nitro-1,3-benzenediamine as an orange oil (2.3 g). Reactants: Cc1nc2c(NC(=O)C(Cl)(Cl)Cl)nc3ccccc3c2n1CCOCc1ccccc1, C[O-], [Na+]. The product is Cc1nc2c(N)nc3ccccc3c2n1CCOCc1ccccc1. As a reaction SMILES: [CH2:1]([c:2]1[cH:3][cH:4][cH:5][cH:6][cH:7]1)[O:8][CH2:9][CH2:10][n:11]1[c:12]([CH3:31])[n:13][c:14]2[c:15]([NH:24][C:25](=[O:26])[C:27]([Cl:28])([Cl:29])[Cl:30])[n:16][c:17]3[cH:18][cH:19][cH:20][cH:21][c:22]3[c:23]12.[CH3:32][O-:33].[Na+:34]>>[CH2:1]([c:2]1[cH:3][cH:4][cH:5][cH:6][cH:7]1)[O:8][CH2:9][CH2:10][n:11]1[c:12]([CH3:31])[n:13][c:14]2[c:15]([NH2:24])[n:16][c:17]3[cH:18][cH:19][cH:20][cH:21][c:22]3[c:23]12. The reactants are COCC1=C(C=CC=C1)NS(=O)(=O)C1=CC(=C(C=C1)OCC)N1CCN(CC1)C(C(F)(F)F)=O (N-(2-methoxymethyl-phenyl)-4-ethoxy-3-[4-(2,2,2-trifluoro-acetyl)piperazin-1-yl]-benzenesulfonamide), [OH-].[Na+] (sodium hydroxide). Product: COCC1=C(C=CC=C1)NS(=O)(=O)C1=CC(=C(C=C1)OCC)N1CCNCC1 (N-(2-Methoxymethyl-phenyl)-4-ethoxy-3-piperazin-1-yl-benzenesulfonamide). Reaction SMILES: [CH3:1][O:2][CH2:3][C:4]1[CH:9]=[CH:8][CH:7]=[CH:6][C:5]=1[NH:10][S:11]([C:14]1[CH:19]=[CH:18][C:17]([O:20][CH2:21][CH3:22])=[C:16]([N:23]2[CH2:28][CH2:27][N:26](C(=O)C(F)(F)F)[CH2:25][CH2:24]2)[CH:15]=1)(=[O:13])=[O:12].[OH-].[Na+]>>[CH3:1][O:2][CH2:3][C:4]1[CH:9]=[CH:8][CH:7]=[CH:6][C:5]=1[NH:10][S:11]([C:14]1[CH:19]=[CH:18][C:17]([O:20][CH2:21][CH3:22])=[C:16]([N:23]2[CH2:24][CH2:25][NH:26][CH2:27][CH2:28]2)[CH:15]=1)(=[O:12])=[O:13] |f:1.2|. Procedure details: 0.074 g of the product was obtained as described in Example 1 by reaction of N-(2-methoxymethyl-phenyl)-4-ethoxy-3-[4-(2,2,2-trifluoro-acetyl)piperazin-1-yl]-benzenesulfonamide with aqueous sodium hydroxide. Reactants: O=C(Cl)Cc1ccccc1F, c1ccc2c3c(ncc2c1)CCCN3, [Na+], [OH-]. Yields the product O=C(Cc1ccccc1F)N1CCCc2ncc3ccccc3c21. As a reaction SMILES: [F:1][c:2]1[c:3]([CH2:8][C:9](=[O:10])[Cl:11])[cH:4][cH:5][cH:6][cH:7]1.[NH:12]1[c:13]2[c:14]3[c:15]([cH:16][n:17][c:18]2[CH2:19][CH2:20][CH2:21]1)[cH:22][cH:23][cH:24][cH:25]3.[Na+:27].[OH-:26]>>[F:1][c:2]1[c:3]([CH2:8][C:9](=[O:10])[N:12]2[c:13]3[c:14]4[c:15]([cH:16][n:17][c:18]3[CH2:19][CH2:20][CH2:21]2)[cH:22][cH:23][cH:24][cH:25]4)[cH:4][cH:5][cH:6][cH:7]1.